This data is from the Open Reaction Database (ORD), a public repository of structured organic reaction records. The task is: describe an organic reaction: reactants, conditions, products, and yield The reactants are COc1ccccc1N1CCN(C2CCN(Cc3ccccc3)CC2)CC1, CC(=O)O, CCO. The product is COc1ccccc1N1CCN(C2CCNCC2)CC1. Reaction SMILES: [CH2:1]([c:2]1[cH:3][cH:4][cH:5][cH:6][cH:7]1)[N:8]1[CH2:9][CH2:10][CH:11]([N:14]2[CH2:15][CH2:16][N:17]([c:20]3[c:21]([O:26][CH3:27])[cH:22][cH:23][cH:24][cH:25]3)[CH2:18][CH2:19]2)[CH2:12][CH2:13]1.[CH3:28][C:29](=[O:30])[OH:31].[CH3:32][CH2:33][OH:34]>>[NH:8]1[CH2:9][CH2:10][CH:11]([N:14]2[CH2:15][CH2:16][N:17]([c:20]3[c:21]([O:26][CH3:27])[cH:22][cH:23][cH:24][cH:25]3)[CH2:18][CH2:19]2)[CH2:12][CH2:13]1. The reactants are C1(=CC=CC=C1)C1(C=CC=2C(=NN(C2C1)S(=O)(=O)C1=CC=C(C=C1)C)N)C1=CC=CC=C1 (6,6-diphenyl-1-(4-toluenesulphonyl)-6,7-dihydro-1H-indazol-3-ylamine), [OH-].[Na+] (sodium hydroxide), O1CCOCC1 (dioxane). The solvent is O1CCCC1 (tetrahydrofuran). Conditions: temperature 50 celsius. The product is C1(=CC=CC=C1)C1(C=CC=2C(=NNC2C1)N)C1=CC=CC=C1 (6,6-diphenyl-6,7-dihydro-1H-indazol-3-ylamine). Yield: 41.9%. Reaction SMILES: [C:1]1([C:7]2([C:27]3[CH:32]=[CH:31][CH:30]=[CH:29][CH:28]=3)[CH2:15][C:14]3[N:13](S(C4C=CC(C)=CC=4)(=O)=O)[N:12]=[C:11]([NH2:26])[C:10]=3[CH:9]=[CH:8]2)[CH:6]=[CH:5][CH:4]=[CH:3][CH:2]=1.[OH-].[Na+].O1CCOCC1>O1CCCC1>[C:27]1([C:7]2([C:1]3[CH:6]=[CH:5][CH:4]=[CH:3][CH:2]=3)[CH2:15][C:14]3[NH:13][N:12]=[C:11]([NH2:26])[C:10]=3[CH:9]=[CH:8]2)[CH:28]=[CH:29][CH:30]=[CH:31][CH:32]=1 |f:1.2|. Procedure: A suspension of 0.22 g of 6,6-diphenyl-1-(4-toluenesulphonyl)-6,7-dihydro-1H-indazol-3-ylamine and 1.5 cm3 of aqueous 1N sodium hydroxide solution in 5 cm3 of tetrahydrofuran is heated at a temperature in the region of 50° C. for about 24 hours. 5 cm3 of dioxane are added to the preceding mixture and the resulting mixture is heated at a temperature in the region of 100° C. for 2 hours. After concentrating the reaction mixture to dryness under reduced pressure (13 kPa), the residue is taken up in... Reactants: resultant mixture, [Cl-].[NH4+] (ammonium chloride), BrC=1C=C2C(=C(NC3=C(C=NC4=CC(=C(C=C34)OC)OC)C#N)C1)OCO2 (4-(5-bromo-2,3-methylenedioxyanilino)-3-cyano-6,7-dimethoxyquinoline), C(C#C)OC (methyl 2-propynyl ether), N1CCCC1 (pyrrolidine). The reagents and catalysts are C=1C=CC(=CC1)[P](C=2C=CC=CC2)(C=3C=CC=CC3)[Pd]([P](C=4C=CC=CC4)(C=5C=CC=CC5)C=6C=CC=CC6)([P](C=7C=CC=CC7)(C=8C=CC=CC8)C=9C=CC=CC9)[P](C=1C=CC=CC1)(C=1C=CC=CC1)C=1C=CC=CC1 (tetrakis(triphenylphosphine)palladium(0)). Reaction conditions: temperature 80 celsius. Product: C(#N)C=1C=NC2=CC(=C(C=C2C1NC1=C2C(=CC(=C1)C#CCOC)OCO2)OC)OC (3-cyano-6,7-dimethoxy-4-[5-(3-methoxyprop-1-ynyl)-2,3-methylenedioxyanilino]quinoline). Isolated yield 21.9%. RXN SMILES: Br[C:2]1[CH:3]=[C:4]2[O:27][CH2:26][O:25][C:5]2=[C:6]([CH:24]=1)[NH:7][C:8]1[C:17]2[C:12](=[CH:13][C:14]([O:20][CH3:21])=[C:15]([O:18][CH3:19])[CH:16]=2)[N:11]=[CH:10][C:9]=1[C:22]#[N:23].[CH2:28]([O:31][CH3:32])[C:29]#[CH:30].N1CCCC1.[Cl-].[NH4+]>C1C=CC([P]([Pd]([P](C2C=CC=CC=2)(C2C=CC=CC=2)C2C=CC=CC=2)([P](C2C=CC=CC=2)(C2C=CC=CC=2)C2C=CC=CC=2)[P](C2C=CC=CC=2)(C2C=CC=CC=2)C2C=CC=CC=2)(C2C=CC=CC=2)C2C=CC=CC=2)=CC=1>[C:22]([C:9]1[CH:10]=[N:11][C:12]2[C:17]([C:8]=1[NH:7][C:6]1[CH:24]=[C:2]([C:30]#[C:29][CH2:28][O:31][CH3:32])[CH:3]=[C:4]3[O:27][CH2:26][O:25][C:5]=13)=[CH:16][C:15]([O:18][CH3:19])=[C:14]([O:20][CH3:21])[CH:13]=2)#[N:23] |f:3.4,^1:43,45,64,83|. Procedure details: A mixture of 4-(5-bromo-2,3-methylenedioxyanilino)-3-cyano-6,7-dimethoxyquinoline (0.15 g), methyl 2-propynyl ether (0.049 g), tetrakis(triphenylphosphine)palladium(0) (0.02 g) and pyrrolidine (2 ml) was stirred and heated to 80° C. for 8 hours. The resultant mixture was cooled to ambient temperature, poured into a dilute aqueous ammonium chloride solution and extracted with ethyl acetate. The organic phase was washed with water and with a saturated brine solution, dried over magnesium sulphate ... The reactants are O=C1NC(=O)C(Br)S1, Sc1nc2ccccc2o1. The product is O=C1NC(=O)C(Sc2nc3ccccc3o2)S1. Reaction SMILES: [Br:1][CH:2]1[C:3](=[O:8])[NH:4][C:5](=[O:7])[S:6]1.[SH:9][c:10]1[o:11][c:12]2[c:13]([n:14]1)[cH:15][cH:16][cH:17][cH:18]2>>[CH:2]1([S:9][c:10]2[o:11][c:12]3[c:13]([n:14]2)[cH:15][cH:16][cH:17][cH:18]3)[C:3](=[O:8])[NH:4][C:5](=[O:7])[S:6]1. Reactants: C1(=CC=CC=C1)C(=O)NC1CN(CC(C1)C1=CC=C(C=C1)C(F)(F)F)C(=O)N1CCC(CC1)C(=O)OC (methyl 1-({3-[(phenylcarbonyl)amino]-5-[4-(trifluoromethyl)phenyl]piperidin-1-yl}carbonyl)piperidine-4-carboxylate), [OH-].[Li+] (lithium hydroxide). The solvent is C1CCOC1 (THF), O (water). Conditions: time 8 hour. Yields the product C1(=CC=CC=C1)C(=O)NC1CN(CC(C1)C1=CC=C(C=C1)C(F)(F)F)C(=O)N1CCC(CC1)C(=O)O (1-({3-[(Phenylcarbonyl)amino]-5-[4-(trifluoromethyl)phenyl]piperidin-1-yl}carbonyl)piperidine-4-carboxylic acid). Reaction SMILES: [C:1]1([C:7]([NH:9][CH:10]2[CH2:15][CH:14]([C:16]3[CH:21]=[CH:20][C:19]([C:22]([F:25])([F:24])[F:23])=[CH:18][CH:17]=3)[CH2:13][N:12]([C:26]([N:28]3[CH2:33][CH2:32][CH:31]([C:34]([O:36]C)=[O:35])[CH2:30][CH2:29]3)=[O:27])[CH2:11]2)=[O:8])[CH:6]=[CH:5][CH:4]=[CH:3][CH:2]=1.[OH-].[Li+]>C1COCC1.O>[C:1]1([C:7]([NH:9][CH:10]2[CH2:15][CH:14]([C:16]3[CH:21]=[CH:20][C:19]([C:22]([F:24])([F:23])[F:25])=[CH:18][CH:17]=3)[CH2:13][N:12]([C:26]([N:28]3[CH2:29][CH2:30][CH:31]([C:34]([OH:36])=[O:35])[CH2:32][CH2:33]3)=[O:27])[CH2:11]2)=[O:8])[CH:2]=[CH:3][CH:4]=[CH:5][CH:6]=1 |f:1.2|. Procedure details: 27 mg (0.05 mmol) of methyl 1-({3-[(phenylcarbonyl)amino]-5-[4-(trifluoromethyl)phenyl]piperidin-1-yl}carbonyl)piperidine-4-carboxylate were initially charged in 0.8 ml each of THF and water, and 4 mg (0.15 mmol) of lithium hydroxide were added. The mixture was stirred at RT overnight. The reaction solution was concentrated under reduced pressure and acidified, and the precipitate was filtered off and dried. Yield: 16 mg (62% of theory) Reactants: NC=1N=CC2=C(N1)N=C(C(=C2)C2=C(C=CC=C2Cl)Cl)NC(=O)NC(C)(C)C (1-[2-Amino-6-(2,6-dichlorophenyl)-pyrido[2,3-d]pyrimidin-7-yl]-3-tert-butylurea), CN(C)C(OC)OC (DMF dimethyl acetal). Product: C(C)(C)(C)NC(NC=1C(=CC2=C(N=C(N=C2)N=CN(C)C)N1)C1=C(C=CC=C1Cl)Cl)=O (N'-[7-(3-tert-butylureido)-6-(2,6-dichlorophenyl)-pyrido[2,3-d]pyrimidin-2-yl]-N,N-dimethylformamidine). Reaction SMILES: [NH2:1][C:2]1[N:3]=[CH:4][C:5]2[CH:11]=[C:10]([C:12]3[C:17]([Cl:18])=[CH:16][CH:15]=[CH:14][C:13]=3[Cl:19])[C:9]([NH:20][C:21]([NH:23][C:24]([CH3:27])([CH3:26])[CH3:25])=[O:22])=[N:8][C:6]=2[N:7]=1.[CH3:28][N:29]([CH:31](OC)OC)[CH3:30]>>[C:24]([NH:23][C:21](=[O:22])[NH:20][C:9]1[C:10]([C:12]2[C:13]([Cl:19])=[CH:14][CH:15]=[CH:16][C:17]=2[Cl:18])=[CH:11][C:5]2[CH:4]=[N:3][C:2]([N:1]=[CH:28][N:29]([CH3:31])[CH3:30])=[N:7][C:6]=2[N:8]=1)([CH3:27])([CH3:26])[CH3:25]. Procedure details: 1-[2-Amino-6-(2,6-dichlorophenyl)-pyrido[2,3-d]pyrimidin-7-yl]-3-tert-butylurea from Example 3 was reacted with DMF dimethyl acetal for 13.5 hours as described in Example 78. Workup as described above, followed by purification on flash silica gel chromatography eluting sequentially with 100:0, 3:1, 1:1, and 0:100 dichloromethane:ethyl acetate gave a solid that was triturated in 2-propanol to afford the title compound N'-[7-(3-tert-butylureido)-6-(2,6-dichlorophenyl)-pyrido[2,3-d]pyrimidin-2-yl]-...